From a dataset of the Open Reaction Database (ORD), a public repository of structured organic reaction records. describe an organic reaction: reactants, conditions, products, and yield The reactants are C(C)(=O)O[C@@H]1[C@H]([C@@H](OC2(CC2)[C@H]1OC(C)=O)C1=CC(=C(C=C1)Cl)CC1=CC=C(C=C1)O)OC(C)=O (Acetic acid (5S,6S,7R,8S)-7,8-diacetoxy-5-[4-chloro-3-(4-hydroxy-benzyl)-phenyl]-4-oxa-spiro[2.5]oct-6-yl ester), C([O-])([O-])=O.[Cs+].[Cs+] (cesium carbonate), O1C[C@@H](CC1)OS(=O)(=O)C1=CC=C(C=C1)C (Toluene-4-sulfonic acid (R)-(tetrahydro-furan-3-yl)ester). Run in CN(C)C=O (DMF), O (water). Reaction conditions: temperature 60 celsius. Product: C(C)(=O)O[C@H]1[C@@H](OC2(CC2)[C@H]([C@@H]1OC(C)=O)OC(C)=O)C1=CC(=C(C=C1)Cl)CC1=CC=C(C=C1)O[C@@H]1COCC1 ((5S,6S,7R,8S)-5-(4-chloro-3-(4-((S)-tetrahydrofuran-3-yloxy)benzyl)phenyl)-4-oxaspiro[2.5]octane-6,7,8-triyl triacetate). RXN SMILES: [C:1]([O:4][C@H:5]1[C@H:12]([O:13][C:14](=[O:16])[CH3:15])[C:9]2([CH2:11][CH2:10]2)[O:8][C@@H:7]([C:17]2[CH:22]=[CH:21][C:20]([Cl:23])=[C:19]([CH2:24][C:25]3[CH:30]=[CH:29][C:28]([OH:31])=[CH:27][CH:26]=3)[CH:18]=2)[C@@H:6]1[O:32][C:33](=[O:35])[CH3:34])(=[O:3])[CH3:2].C(=O)([O-])[O-].[Cs+].[Cs+].[O:42]1[CH2:46][CH2:45][C@@H:44](OS(C2C=CC(C)=CC=2)(=O)=O)[CH2:43]1>CN(C=O)C.O>[C:33]([O:32][C@@H:6]1[C@@H:5]([O:4][C:1](=[O:3])[CH3:2])[C@H:12]([O:13][C:14](=[O:16])[CH3:15])[C:9]2([CH2:10][CH2:11]2)[O:8][C@H:7]1[C:17]1[CH:22]=[CH:21][C:20]([Cl:23])=[C:19]([CH2:24][C:25]2[CH:26]=[CH:27][C:28]([O:31][C@H:44]3[CH2:45][CH2:46][O:42][CH2:43]3)=[CH:29][CH:30]=2)[CH:18]=1)(=[O:35])[CH3:34] |f:1.2.3|. Reported procedure: To a solution of Acetic acid (5S,6S,7R,8S)-7,8-diacetoxy-5-[4-chloro-3-(4-hydroxy-benzyl)-phenyl]-4-oxa-spiro[2.5]oct-6-yl ester (120 mg, 0.22 mmole) in DMF (3 mL), cesium carbonate (85 mg, 0.27 mmole), Toluene-4-sulfonic acid (R)-(tetrahydro-furan-3-yl)ester (65 mg, 0.27 mmole) was added at room temperature and heated at 60° C. for 6 hours. The reaction mixture was diluted with water (20 mL), and extracted with dichloromethane (2×50 mL). Crude (5S,6S,7R,8S)-5-(4-chloro-3-(4-((S)-tetrahydrofuran... The reactants are BrC1=CC=C(C=C1)C1(CCC2(OCCO2)CC1)O (8-(4-bromophenyl)-1,4-dioxaspiro[4.5]decan-8-ol), S(=O)(=O)(C1=CC=C(C)C=C1)O (Ts-OH). Solvent: CC(=O)C (acetone), O (water). Run at temperature 75 celsius, time 1 hour. Product: BrC1=CC=C(C=C1)C1(CCC(CC1)=O)O (4-(4-bromophenyl)-4-hydroxycyclohexanone). The yield is 104.5%. Reaction SMILES: [Br:1][C:2]1[CH:7]=[CH:6][C:5]([C:8]2([OH:18])[CH2:17][CH2:16][C:11]3(OCC[O:12]3)[CH2:10][CH2:9]2)=[CH:4][CH:3]=1.S(O)(C1C=CC(C)=CC=1)(=O)=O>CC(C)=O.O>[Br:1][C:2]1[CH:3]=[CH:4][C:5]([C:8]2([OH:18])[CH2:9][CH2:10][C:11](=[O:12])[CH2:16][CH2:17]2)=[CH:6][CH:7]=1. Reported procedure: To a mixture of 8-(4-bromophenyl)-1,4-dioxaspiro[4.5]decan-8-ol (0.99 g, 3.2 mmol) in acetone (10 mL) and water (5 mL) was added Ts-OH (12 mg, 0.063 mmol) and the reaction was let stir in at 75° C. oil bath for 1 hr. The resulting reaction mixture was cooled to rt and the acetone was removed by rotary evaporation in vacuo. The resulting aqueous mixture was extracted with ethyl acetate. The organic phase was dried over MgSO4, filtered and concentrated by rotary evaporation in vacuo to afford 0.9 ... Starting materials: CCO, ClCCl, Cl, NO, [Na+], [OH-], O, N#Cc1cccs1. Yields the product N=C(NO)c1cccs1. Reaction SMILES: [CH3:1][CH2:2][OH:3].[Cl:16][CH2:17][Cl:18].[ClH:11].[NH2:12][OH:13].[Na+:15].[OH-:14].[OH2:19].[s:4]1[c:5]([C:9]#[N:10])[cH:6][cH:7][cH:8]1>>[s:4]1[c:5]([C:9](=[NH:10])[NH:12][OH:13])[cH:6][cH:7][cH:8]1. Starting materials: NC1=CC2=C(C(=C(O2)C2=CC=C(C=C2)F)C(=O)NC)C=C1C=1C=CC2=C(C=3N(C=4C=CC=C(C4C3)F)CO2)N1 (6-amino-5-(11-fluoro-6H-pyrido[2′,3′:5,6][1,3]oxazino[3,4-a]indol-2-yl)-2-(4-fluorophenyl)-N-methylbenzofuran-3-carboxamide), N1=CC=CC=C1 (pyridine), CS(=O)(=O)Cl (methylsulfonyl chloride). The solvent is ClCCl (dichloromethane). Reaction conditions: time 8 hour. The product is crude product, FC=1C=2C=C3N(C2C=CC1)COC1=C3N=C(C=C1)C=1C(=CC3=C(C(=C(O3)C3=CC=C(C=C3)F)C(=O)NC)C1)NS(=O)(=O)C (5-(11-fluoro-6H-pyrido[2′,3′:5,6][1,3]oxazino[3,4-a]indol-2-yl)-2-(4-fluorophenyl)-N-methyl-6-(methylsulfonamido)benzofuran-3-carboxamide). Yield: 95.7%. As a reaction SMILES: [NH2:1][C:2]1[C:21]([C:22]2[CH:23]=[CH:24][C:25]3[O:38][CH2:37][N:28]4[C:29]5[CH:30]=[CH:31][CH:32]=[C:33]([F:36])[C:34]=5[CH:35]=[C:27]4[C:26]=3[N:39]=2)=[CH:20][C:5]2[C:6]([C:16]([NH:18][CH3:19])=[O:17])=[C:7]([C:9]3[CH:14]=[CH:13][C:12]([F:15])=[CH:11][CH:10]=3)[O:8][C:4]=2[CH:3]=1.N1C=CC=CC=1.[CH3:46][S:47](Cl)(=[O:49])=[O:48]>ClCCl>[F:36][C:33]1[C:34]2[CH:35]=[C:27]3[C:26]4[N:39]=[C:22]([C:21]5[C:2]([NH:1][S:47]([CH3:46])(=[O:49])=[O:48])=[CH:3][C:4]6[O:8][C:7]([C:9]7[CH:14]=[CH:13][C:12]([F:15])=[CH:11][CH:10]=7)=[C:6]([C:16]([NH:18][CH3:19])=[O:17])[C:5]=6[CH:20]=5)[CH:23]=[CH:24][C:25]=4[O:38][CH2:37][N:28]3[C:29]=2[CH:30]=[CH:31][CH:32]=1. Reported procedure: To a mixture of 6-amino-5-(11-fluoro-6H-pyrido[2′,3′:5,6][1,3]oxazino[3,4-a]indol-2-yl)-2-(4-fluorophenyl)-N-methylbenzofuran-3-carboxamide (1000 mg, 1.914 mmol) and pyridine (1.548 mL, 19.14 mmol) in dichloromethane (30 mL), methylsulfonyl chloride (0.741 mL, 9.57 mmol) was added dropwise at 0° C. The mixture was allowed to room temperature and stirred overnight. The reaction mixture was quenched with NaHCO3 and 20 mL dichloromethane was added. Solid crushed out, the mixture was filtered and wa... The reactants are ClC1=C(C=C2C(NC(=NC2=C1)N1N=CC(=C1)C(=O)OCC)=O)C1=C(C=CC=C1)C (ethyl 1-(7-chloro-4-oxo-6-(o-tolyl)-3,4-dihydroquinazolin-2-yl)-1H-pyrazole-4-carboxylate), C(C)NCC (diethylamine). Yields the product C(C)N(C1=NC(=NC2=CC(=C(C=C12)C1=C(C=CC=C1)C)Cl)N1N=CC(=C1)C(=O)O)CC (1-(4-(Diethylamino)-7-chloro-6-(o-tolyl)quinazolin-2-yl)-1H-pyrazole-4-carboxylic acid). RXN SMILES: [Cl:1][C:2]1[CH:11]=[C:10]2[C:5]([C:6](=O)[NH:7][C:8]([N:12]3[CH:16]=[C:15]([C:17]([O:19]CC)=[O:18])[CH:14]=[N:13]3)=[N:9]2)=[CH:4][C:3]=1[C:23]1[CH:28]=[CH:27][CH:26]=[CH:25][C:24]=1[CH3:29].[CH2:30]([NH:32][CH2:33][CH3:34])[CH3:31]>>[CH2:30]([N:32]([CH2:33][CH3:34])[C:6]1[C:5]2[C:10](=[CH:11][C:2]([Cl:1])=[C:3]([C:23]3[CH:28]=[CH:27][CH:26]=[CH:25][C:24]=3[CH3:29])[CH:4]=2)[N:9]=[C:8]([N:12]2[CH:16]=[C:15]([C:17]([OH:19])=[O:18])[CH:14]=[N:13]2)[N:7]=1)[CH3:31]. Procedure: The above compound may be made analogous to Example 1 using ethyl 1-(7-chloro-4-oxo-6-(o-tolyl)-3,4-dihydroquinazolin-2-yl)-1H-pyrazole-4-carboxylate in step D and diethylamine in step E. MS (ESI): predicted mass calcd. for C23H22ClN5O2, 435.9 Starting materials: C(C)(C)(C)OC(=O)N1CC(C1)O (3-Hydroxy-azetidine-1-carboxylic acid tert-butyl ester), FC1=C(C=O)C=CC=C1 (2-fluoro-benzaldehyde), C(C)(C)(C)OC(=O)N1CC(C1)O (3-hydroxy-azetidine-1-carboxylic acid tert-butyl ester), C(=O)([O-])[O-].[K+].[K+] (K2CO3). Solvent: CN(C)C=O (DMF), C(Cl)Cl (DCM). Conditions: temperature 120 celsius, time 16 hour. Yields the product C(C)(C)(C)OC(=O)N1CC(C1)OC1=C(C=CC=C1)C=O (3-(2-formyl-phenoxy)-azetidine-1-carboxylic acid tert-butyl ester). Yield: 46.1%. RXN SMILES: F[C:2]1[CH:9]=[CH:8][CH:7]=[CH:6][C:3]=1[CH:4]=[O:5].[C:10]([O:14][C:15]([N:17]1[CH2:20][CH:19]([OH:21])[CH2:18]1)=[O:16])([CH3:13])([CH3:12])[CH3:11].C([O-])([O-])=O.[K+].[K+]>CN(C=O)C.C(Cl)Cl>[C:10]([O:14][C:15]([N:17]1[CH2:20][CH:19]([O:21][C:2]2[CH:9]=[CH:8][CH:7]=[CH:6][C:3]=2[CH:4]=[O:5])[CH2:18]1)=[O:16])([CH3:13])([CH3:11])[CH3:12] |f:2.3.4|. Procedure details: A mixture of 2-fluoro-benzaldehyde (0.85 mL; 8.06 mmol; 1 eq.), 3-hydroxy-azetidine-1-carboxylic acid tert-butyl ester (1.54 g mg; 8.86 mmol; 1.1 eq.) and K2CO3 (2.23 g; 16.11 mmol; 2 eq.) in DMF (20 mL) was stirred at 120° C. for 16 hours. 3-Hydroxy-azetidine-1-carboxylic acid tert-butyl ester (279 mg; 1.61 mmol; 0.2 eq.) was added and the reaction mixture was stirred at room temperature for 2 days. The reaction mixture was diluted with DCM, washed with water then brine, dried over magnesium su... Starting materials: O=C1CCC(=O)N1Br, O=C(OOC(=O)c1ccccc1)c1ccccc1, ClC(Cl)(Cl)Cl, COc1c(Cl)ccnc1C. The product is COc1c(Cl)ccnc1CBr. RXN SMILES: [Br:11][N:12]1[C:13](=[O:14])[CH2:15][CH2:16][C:17]1=[O:18].[C:19]([O:20][O:21][C:22](=[O:23])[c:24]1[cH:25][cH:26][cH:27][cH:28][cH:29]1)(=[O:30])[c:31]1[cH:32][cH:33][cH:34][cH:35][cH:36]1.[C:37]([Cl:38])([Cl:39])([Cl:40])[Cl:41].[Cl:1][c:2]1[c:3]([O:9][CH3:10])[c:4]([CH3:8])[n:5][cH:6][cH:7]1>>[Cl:1][c:2]1[c:3]([O:9][CH3:10])[c:4]([CH2:8][Br:11])[n:5][cH:6][cH:7]1. The reactants are COC(=O)C(CCCCc1ccccc1)S(=O)(=O)c1ccc(OC)c(OC)c1, CCO, Cl, [Na+], [OH-]. The product is COc1ccc(S(=O)(=O)C(CCCCc2ccccc2)C(=O)O)cc1OC. Reaction SMILES: [CH3:1][O:2][c:3]1[cH:4][c:5]([S:11](=[O:12])(=[O:13])[CH:14]([C:15](=[O:16])[O:17][CH3:18])[CH2:19][CH2:20][CH2:21][CH2:22][c:23]2[cH:24][cH:25][cH:26][cH:27][cH:28]2)[cH:6][cH:7][c:8]1[O:9][CH3:10].[CH3:32][CH2:33][OH:34].[ClH:31].[Na+:30].[OH-:29]>>[CH3:1][O:2][c:3]1[cH:4][c:5]([S:11](=[O:12])(=[O:13])[CH:14]([C:15](=[O:16])[OH:17])[CH2:19][CH2:20][CH2:21][CH2:22][c:23]2[cH:24][cH:25][cH:26][cH:27][cH:28]2)[cH:6][cH:7][c:8]1[O:9][CH3:10]. Reactants: BrC1=CC(=C(C=C1)O)F (4-bromo-2-fluorophenol), C(C)(C)(C)OC(=O)N1[C@H](CO)CCC1 (N-tert-butoxycarbonyl prolinol), C1=CC=C(C=C1)P(C2=CC=CC=C2)C3=CC=CC=C3 (Ph3P), CC(C)OC(=O)/N=N/C(=O)OC(C)C (DIAD). Solvent: C1CCOC1 (THF). Run at time 6 hour. Product: BrC1=CC(=C(C=C1)OCC1N(CCC1)C(=O)OC(C)(C)C)F (1-bromo-4-[1-(tert-butoxycarbonyl)-2-pyrrolidinyl]methoxy-3-fluorobenzene). The yield is 73.3%. As a reaction SMILES: [Br:1][C:2]1[CH:7]=[CH:6][C:5]([OH:8])=[C:4]([F:9])[CH:3]=1.[C:10]([O:14][C:15]([N:17]1[CH2:23][CH2:22][CH2:21][C@H:18]1[CH2:19]O)=[O:16])([CH3:13])([CH3:12])[CH3:11].C1C=CC(P(C2C=CC=CC=2)C2C=CC=CC=2)=CC=1.CC(OC(/N=N/C(OC(C)C)=O)=O)C>C1COCC1>[Br:1][C:2]1[CH:7]=[CH:6][C:5]([O:8][CH2:19][CH:18]2[CH2:21][CH2:22][CH2:23][N:17]2[C:15]([O:14][C:10]([CH3:11])([CH3:13])[CH3:12])=[O:16])=[C:4]([F:9])[CH:3]=1. Reported procedure: To a stirred solution of 4-bromo-2-fluorophenol (217 ul, 2.002 mmol), N-tert-butoxycarbonyl prolinol (403 mg, 2.002 mmol), and Ph3P (630 mg, 2.403 mmol) in THF (7 mL) was added DIAD (477 ul, 2.423 mmol) at room temp. The resulting mixture was stirred for 6 hr at room temp and then overnight at 70° C. The mixture was concentrated in vacuo and the residue was chromatographed on silica-gel with n-hexane-EtOAc (5:1, v/v) as eluent to give 549.4 mg (73%) 1-bromo-4-[1-(tert-butoxycarbonyl)-2-pyrrolidi... Starting materials: N(=O)[O-].[Na+] (sodium nitrite), CN1N=C(C=2C1=NC(=NC2N)C2=CC=NC=C2)C (1,3-dimethyl-6-(4-pyridyl)-pyrazolo[3,4-d]-pyrimidin-4-amine), ice water. Solvent: O (water), S(O)(O)(=O)=O (sulfuric acid). Run at time 24 hour. Yields the product CN1NC(=C2C1=NC(=NC2=O)C2=CC=NC=C2)C (1,3-dimethyl-6-(4-pyridyl)-pyrazolo[3,4-d]-pyrimidin-4-one). The yield is 74.9%. As a reaction SMILES: [CH3:1][N:2]1[C:6]2=[N:7][C:8]([C:12]3[CH:17]=[CH:16][N:15]=[CH:14][CH:13]=3)=[N:9][C:10](N)=[C:5]2[C:4]([CH3:18])=[N:3]1.N([O-])=[O:20].[Na+]>S(=O)(=O)(O)O.O>[CH3:1][N:2]1[C:6]2=[N:7][C:8]([C:12]3[CH:17]=[CH:16][N:15]=[CH:14][CH:13]=3)=[N:9][C:10](=[O:20])[C:5]2=[C:4]([CH3:18])[NH:3]1 |f:1.2|. Procedure: A solution of 1,3-dimethyl-6-(4-pyridyl)-pyrazolo[3,4-d]-pyrimidin-4-amine (1.99 g, 8.3 mmol) in 50% aqueous sulfuric acid (50 ml) at 0° C. was stirred for 20 minutes and sodium nitrite (5.7 g, 83.0 mmol) in water (25 ml) was added dropwise over 1 hour. The reaction mixture was allowed to warm to room temperature and was stirred for 24 hours. The mixture was poured into ice-water (500 ml) and a white solid was collected by filtration and washed with water, ethanol and finally ether. The solid re...